This data is from the Open Reaction Database (ORD), a public repository of structured organic reaction records. The task is: describe an organic reaction: reactants, conditions, products, and yield The reactants are BrCc1ccccc1, C1CCC2=NCCCN2CC1, COc1ccc(CCC2(C3CCCC3)CC(=O)CC(=O)O2)cc1, c1ccccc1. Yields the product COc1ccc(CCC2(C3CCCC3)CC(=O)C(Cc3ccccc3)C(=O)O2)cc1. Reaction SMILES: [Br:35][CH2:36][c:37]1[cH:38][cH:39][cH:40][cH:41][cH:42]1.[CH2:24]1[CH2:25][CH2:26][C:27]2=[N:32][CH2:31][CH2:30][CH2:29][N:28]2[CH2:33][CH2:34]1.[CH:1]1([C:6]2([CH2:14][CH2:15][c:16]3[cH:17][cH:18][c:19]([O:22][CH3:23])[cH:20][cH:21]3)[CH2:7][C:8](=[O:13])[CH2:9][C:10](=[O:12])[O:11]2)[CH2:2][CH2:3][CH2:4][CH2:5]1.[cH:43]1[cH:44][cH:45][cH:46][cH:47][cH:48]1>>[CH:1]1([C:6]2([CH2:14][CH2:15][c:16]3[cH:17][cH:18][c:19]([O:22][CH3:23])[cH:20][cH:21]3)[CH2:7][C:8](=[O:13])[CH:9]([CH2:36][c:37]3[cH:38][cH:39][cH:40][cH:41][cH:42]3)[C:10](=[O:12])[O:11]2)[CH2:2][CH2:3][CH2:4][CH2:5]1. Starting materials: COC(=O)c1ccc(-c2ccc(S(=O)(=O)N(C)C(C)(C)C)cc2)cc1, C1COCCO1, O. Product: CN(C(C)(C)C)S(=O)(=O)c1ccc(-c2ccc(C(=O)O)cc2)cc1. RXN SMILES: [CH3:1][O:2][C:3](=[O:4])[c:5]1[cH:6][cH:7][c:8](-[c:11]2[cH:12][cH:13][c:14]([S:17]([N:18]([CH3:19])[C:20]([CH3:21])([CH3:22])[CH3:23])(=[O:24])=[O:25])[cH:15][cH:16]2)[cH:9][cH:10]1.[O:26]1[CH2:27][CH2:28][O:29][CH2:30][CH2:31]1.[OH2:32]>>[O:2]=[C:3]([OH:4])[c:5]1[cH:6][cH:7][c:8](-[c:11]2[cH:12][cH:13][c:14]([S:17]([N:18]([CH3:19])[C:20]([CH3:21])([CH3:22])[CH3:23])(=[O:24])=[O:25])[cH:15][cH:16]2)[cH:9][cH:10]1. Reactants: Cl.N[C@H](C(=O)N1CCC(CC1)O)CC1=CC=C(C=C1)F ((S)-2-Amino-3-(4-fluoro-phenyl)-1-(4-hydroxy-piperidin-1-yl)-propan-1-one hydrochloride), ClC=1C=C2C=C(NC2=CC1)C(=O)O (5-chloro-1H-indole-2-carboxylic acid). The solvent is ethyl acetate-hexanes, ( 60/40 ). Product: FC1=CC=C(C[C@@H](C(=O)N2CCC(CC2)O)NC(=O)C=2NC3=CC=C(C=C3C2)Cl)C=C1 (5-Chloro-1H-indole-2-carboxylic acid [(1S)-(4-fluoro-benzyl)-2-(4-hydroxy-piperidin-1-yl)-2-oxo-ethyl]-amide). Isolated yield 78.0%. Reaction SMILES: Cl.[NH2:2][C@@H:3]([CH2:13][C:14]1[CH:19]=[CH:18][C:17]([F:20])=[CH:16][CH:15]=1)[C:4]([N:6]1[CH2:11][CH2:10][CH:9]([OH:12])[CH2:8][CH2:7]1)=[O:5].[Cl:21][C:22]1[CH:23]=[C:24]2[C:28](=[CH:29][CH:30]=1)[NH:27][C:26]([C:31](O)=[O:32])=[CH:25]2>>[F:20][C:17]1[CH:16]=[CH:15][C:14]([CH2:13][C@H:3]([NH:2][C:31]([C:26]2[NH:27][C:28]3[C:24]([CH:25]=2)=[CH:23][C:22]([Cl:21])=[CH:30][CH:29]=3)=[O:32])[C:4]([N:6]2[CH2:7][CH2:8][CH:9]([OH:12])[CH2:10][CH2:11]2)=[O:5])=[CH:19][CH:18]=1 |f:0.1|. Procedure details: (S)-2-Amino-3-(4-fluoro-phenyl)-1-(4-hydroxy-piperidin-1-yl)-propan-1-one hydrochloride (0.051 mol) and 5-chloro-1H-indole-2-carboxylic acid (0.051 mol) were coupled according to Procedure A and the product purified by chromatography on silica gel eluted with 50%, 75%, 80% and 100% ethyl acetate-hexanes giving a foam (yield 78%), HPLC (60/40) 4.21 minutes (99%). A portion of this material was recrystallized by dissolving in hot ethyl acetate (approximately 5-7 mL/g), and adding an approximately ... Starting materials: ClCCN=C=O (β-chloroethyl isocyanate), OC1=NSC(=N1)OCC (3-hydroxy-5-ethoxy-1,2,4-thiadiazole). Run in C1=CC=CC=C1 (benzene). Reaction conditions: temperature 20 celsius, time 17 hour. The product is ClCCNC(=O)N1SC(=NC1=O)OCC (2-(N-β-chloroethylcarbamoyl)-5-ethoxy-1,2,4-thiadiazole-3-one). Yield: 95.1%. As a reaction SMILES: [Cl:1][CH2:2][CH2:3][N:4]=[C:5]=[O:6].[OH:7][C:8]1[N:12]=[C:11]([O:13][CH2:14][CH3:15])[S:10][N:9]=1>C1C=CC=CC=1>[Cl:1][CH2:2][CH2:3][NH:4][C:5]([N:9]1[C:8](=[O:7])[N:12]=[C:11]([O:13][CH2:14][CH3:15])[S:10]1)=[O:6]. Reported procedure: 41 g of β-chloroethyl isocyanate were added to a solution of 28.7 g of 3-hydroxy-5-ethoxy-1,2,4-thiadiazole in 500 ml of benzene and after stirring for 17 hours at 20° C, the mixture was filtered. The filtrate was evaporated to dryness and the residue was empasted with isopropyl ether and was dried to obtain 47 g of 2-(N-β-chloroethylcarbamoyl)-5-ethoxy-1,2,4-thiadiazole-3-one melting at 82° C. RXN SMILES: [C:1]1([CH2:7][CH2:8][PH:9](=[O:18])[O:10][CH2:11][C:12]2[CH:17]=[CH:16][CH:15]=[CH:14][CH:13]=2)[CH:6]=[CH:5][CH:4]=[CH:3][CH:2]=1.Cl.[NH2:20][C@H:21]([C:29]([NH:31][C@H:32]([C:37]([O:39][CH2:40][C:41]1[CH:46]=[CH:45][CH:44]=[CH:43][CH:42]=1)=[O:38])[CH2:33][CH:34]([CH3:36])[CH3:35])=[O:30])[CH2:22][C:23]1[CH:28]=[CH:27][CH:26]=[CH:25][CH:24]=1>>[C:1]1([CH2:7][CH2:8][P:9]([O:10][CH2:11][C:12]2[CH:17]=[CH:16][CH:15]=[CH:14][CH:13]=2)([NH:20][C@H:21]([C:29]([NH:31][C@H:32]([C:37]([O:39][CH2:40][C:41]2[CH:42]=[CH:43][CH:44]=[CH:45][CH:46]=2)=[O:38])[CH2:33][CH:34]([CH3:36])[CH3:35])=[O:30])[CH2:22][C:23]2[CH:24]=[CH:25][CH:26]=[CH:27][CH:28]=2)=[O:18])[CH:2]=[CH:3][CH:4]=[CH:5][CH:6]=1 |f:1.2|. Reported procedure: (2-Phenylethyl)phosphinic acid, phenylmethyl ester is reacted with L-phenylalanyl-L-leucine, phenylmethyl ester, hydrochloride salt according to the procedure of Example 1(c) to yield N-[N-[(2-phenylethyl)(phenylmethoxy)phosphinyl]-L-phenylalanyl]-L-leucine, phenylmethyl ester. Starting materials: C1(=CC=CC=C1)CCP(OCC1=CC=CC=C1)=O ((2-Phenylethyl)phosphinic acid, phenylmethyl ester), Cl.N[C@@H](CC1=CC=CC=C1)C(=O)N[C@@H](CC(C)C)C(=O)OCC1=CC=CC=C1 (L-phenylalanyl-L-leucine, phenylmethyl ester, hydrochloride salt). The product is C1(=CC=CC=C1)CCP(=O)(N[C@@H](CC1=CC=CC=C1)C(=O)N[C@@H](CC(C)C)C(=O)OCC1=CC=CC=C1)OCC1=CC=CC=C1 (N-[N-[(2-phenylethyl)(phenylmethoxy)phosphinyl]-L-phenylalanyl]-L-leucine, phenylmethyl ester). Reactants: [OH-].[Na+] (sodium hydroxide), S1C(=CC=C1)C1=NN=C2N1N=C(C=C2)OC(C(=O)OCC)CC (ethyl 2-((3-(thiophen-2-yl)-[1,2,4]triazolo[4,3-b]pyridazin-6-yl)oxy)butanoate). Solvent: O1CCOCC1 (dioxane). Reaction conditions: time 2 hour. The product is S1C(=CC=C1)C1=NN=C2N1N=C(C=C2)OC(C(=O)O)CC (2-((3-(thiophen-2-yl)-[1,2,4]triazolo[4,3-b]pyridazin-6-yl)oxy)butanoic acid). RXN SMILES: [S:1]1[CH:5]=[CH:4][CH:3]=[C:2]1[C:6]1[N:10]2[N:11]=[C:12]([O:15][CH:16]([CH2:22][CH3:23])[C:17]([O:19]CC)=[O:18])[CH:13]=[CH:14][C:9]2=[N:8][N:7]=1.[OH-].[Na+]>O1CCOCC1>[S:1]1[CH:5]=[CH:4][CH:3]=[C:2]1[C:6]1[N:10]2[N:11]=[C:12]([O:15][CH:16]([CH2:22][CH3:23])[C:17]([OH:19])=[O:18])[CH:13]=[CH:14][C:9]2=[N:8][N:7]=1 |f:1.2|. Procedure: To a solution of ethyl 2-((3-(thiophen-2-yl)-[1,2,4]triazolo[4,3-b]pyridazin-6-yl)oxy)butanoate. (1 mmol) in dioxane (3 mL) was added 0.5 ml of sodium hydroxide (2N), and the reaction mixture was stirred at room temperature. After 2 hours, the mixture was evaporated to dryness, and the obtained residue dissolved in water (2 mL) and then acidified with a hydrochloric acid solution. The resulting precipitate was filtered, washed with water, and dried to give 2-((3-(thiophen-2-yl)-[1,2,4]triazolo[4... Starting materials: NC=1C(=CC2=CC=CC=C2C1Cl)C(=O)O (3-amino-4-chloro-2-naphthoic acid), BrBr (bromine). The solvent is C(C)(=O)O (acetic acid). Conditions: time 1 hour. Yields the product NC=1C(=CC2=CC(=CC=C2C1Cl)Br)C(=O)O (3-amino-7-bromo-4-chloro-2-naphthoic acid). Isolated yield 47.9%. RXN SMILES: [NH2:1][C:2]1[C:3]([C:13]([OH:15])=[O:14])=[CH:4][C:5]2[C:10]([C:11]=1[Cl:12])=[CH:9][CH:8]=[CH:7][CH:6]=2.[Br:16]Br>C(O)(=O)C>[NH2:1][C:2]1[C:3]([C:13]([OH:15])=[O:14])=[CH:4][C:5]2[C:10]([C:11]=1[Cl:12])=[CH:9][CH:8]=[C:7]([Br:16])[CH:6]=2. Reported procedure: To a mixture of 0.56 g of 3-amino-4-chloro-2-naphthoic acid and 20 ml of acetic acid was added dropwise 0.4 g of bromine at room temperature. The resulting mixture was stirred at room temperature for 1 hour. A deposited precipitate was collected by filtration, and the resulting solid was washed successively with acetic acid and ethyl acetate to obtain 0.36 g of 3-amino-7-bromo-4-chloro-2-naphthoic acid of the formula: Reactants: ClC=1C=NC=2N(C1)N=C(C2)C(=O)O (6-chloro-pyrazolo[1,5-a]pyrimidine-2-carboxylic acid), ClC=1C=C2CCNC(C2=CC1Cl)C (6,7-dichloro-1-methyl-1,2,3,4-tetrahydro-isoquinoline). The product is ClC=1C=NC=2N(C1)N=C(C2)C(=O)N2C(C1=CC(=C(C=C1CC2)Cl)Cl)C ((6-Chloro-pyrazolo[1,5-a]pyrimidin-2-yl)-(6,7-dichloro-1-methyl-3,4-dihydro-1H-isoquinolin-2-yl)-methanone). RXN SMILES: [Cl:1][C:2]1[CH:3]=[N:4][C:5]2[N:6]([N:8]=[C:9]([C:11]([OH:13])=O)[CH:10]=2)[CH:7]=1.[Cl:14][C:15]1[CH:16]=[C:17]2[C:22](=[CH:23][C:24]=1[Cl:25])[CH:21]([CH3:26])[NH:20][CH2:19][CH2:18]2>>[Cl:1][C:2]1[CH:3]=[N:4][C:5]2[N:6]([N:8]=[C:9]([C:11]([N:20]3[CH2:19][CH2:18][C:17]4[C:22](=[CH:23][C:24]([Cl:25])=[C:15]([Cl:14])[CH:16]=4)[CH:21]3[CH3:26])=[O:13])[CH:10]=2)[CH:7]=1. Reported procedure: In close analogy to the procedure described in Example 1, 6-chloro-pyrazolo[1,5-a]pyrimidine-2-carboxylic acid is reacted with 6,7-dichloro-1-methyl-1,2,3,4-tetrahydro-isoquinoline to provide the title compound in moderate yield. Starting materials: N#Cc1n[nH]c2nc(-c3ccncc3)nc(N)c12, BrC1CCCC1, [H-], [Na+], CN(C)C=O. Yields the product N#Cc1nn(C2CCCC2)c2nc(-c3ccncc3)nc(N)c12. RXN SMILES: [C:3](#[N:4])[c:5]1[n:6][nH:7][c:8]2[n:9][c:10](-[c:15]3[cH:16][cH:17][n:18][cH:19][cH:20]3)[n:11][c:12]([NH2:14])[c:13]12.[CH:21]1([Br:26])[CH2:22][CH2:23][CH2:24][CH2:25]1.[H-:2].[Na+:1].[O:27]=[CH:28][N:29]([CH3:30])[CH3:31]>>[C:3](#[N:4])[c:5]1[n:6][n:7]([CH:21]2[CH2:22][CH2:23][CH2:24][CH2:25]2)[c:8]2[n:9][c:10](-[c:15]3[cH:16][cH:17][n:18][cH:19][cH:20]3)[n:11][c:12]([NH2:14])[c:13]12. The reactants are CN(C)C(c1ccccc1)C1CCCCC1=O, CC(C)[Mg+], [Cl-], [Cl-], Ic1cccc2ccccc12, [NH4+]. The product is CN(C)C(c1ccccc1)C1CCCCC1(O)c1cccc2ccccc12. As a reaction SMILES: [CH3:17][N:18]([CH3:19])[CH:20]([CH:21]1[C:22](=[O:27])[CH2:23][CH2:24][CH2:25][CH2:26]1)[c:28]1[cH:29][cH:30][cH:31][cH:32][cH:33]1.[CH:13]([Mg+:14])([CH3:15])[CH3:16].[Cl-:12].[Cl-:34].[I:1][c:2]1[cH:3][cH:4][cH:5][c:6]2[cH:7][cH:8][cH:9][cH:10][c:11]12.[NH4+:35]>>[c:2]1([C:22]2([OH:27])[CH:21]([CH:20]([N:18]([CH3:17])[CH3:19])[c:28]3[cH:29][cH:30][cH:31][cH:32][cH:33]3)[CH2:26][CH2:25][CH2:24][CH2:23]2)[cH:3][cH:4][cH:5][c:6]2[cH:7][cH:8][cH:9][cH:10][c:11]12.